From a dataset of the Open Reaction Database (ORD), a public repository of structured organic reaction records. describe an organic reaction: reactants, conditions, products, and yield The product is COCCCCCCOc1ccc(N2CCN(C(C)=O)CC2)cc1. Reactants: CC(=O)N1CCN(c2ccc(OCCCCCCBr)cc2)CC1, ClCCl, C[O-], CC(=O)OC(C)=O, CO, [Na+], O. Reaction SMILES: [C:1]([CH3:2])(=[O:3])[N:4]1[CH2:5][CH2:6][N:7]([c:10]2[cH:11][cH:12][c:13]([O:16][CH2:17][CH2:18][CH2:19][CH2:20][CH2:21][CH2:22][Br:23])[cH:14][cH:15]2)[CH2:8][CH2:9]1.[CH2:37]([Cl:38])[Cl:39].[CH3:24][O-:25].[CH3:27][C:28](=[O:29])[O:30][C:31](=[O:32])[CH3:33].[CH3:35][OH:36].[Na+:26].[OH2:34]>>[C:1]([CH3:2])(=[O:3])[N:4]1[CH2:5][CH2:6][N:7]([c:10]2[cH:11][cH:12][c:13]([O:16][CH2:17][CH2:18][CH2:19][CH2:20][CH2:21][CH2:22][O:29][CH3:28])[cH:14][cH:15]2)[CH2:8][CH2:9]1. The reactants are CC(C)(C)[O-], Cc1ccccc1, CCOC(C)=O, Clc1ncccc1-c1ccncn1, CCOC(=O)c1ccc(C(F)(F)F)c(N)c1, [Na+], CC(=O)[O-], CC(=O)[O-], [Pd+2]. Yields the product CCOC(=O)c1ccc(C(F)(F)F)c(Nc2ncccc2-c2ccncn2)c1. Reaction SMILES: [CH3:30][C:31]([CH3:32])([O-:33])[CH3:34].[CH3:36][c:37]1[cH:38][cH:39][cH:40][cH:41][cH:42]1.[CH3:43][CH2:44][O:45][C:46](=[O:47])[CH3:48].[Cl:1][c:2]1[n:3][cH:4][cH:5][cH:6][c:7]1-[c:8]1[n:9][cH:10][n:11][cH:12][cH:13]1.[NH2:14][c:15]1[cH:16][c:17]([C:18](=[O:19])[O:20][CH2:21][CH3:22])[cH:23][cH:24][c:25]1[C:26]([F:27])([F:28])[F:29].[Na+:35].[O-:50][C:51]([CH3:52])=[O:53].[O-:54][C:55]([CH3:56])=[O:57].[Pd+2:49]>>[c:2]1([NH:14][c:15]2[cH:16][c:17]([C:18](=[O:19])[O:20][CH2:21][CH3:22])[cH:23][cH:24][c:25]2[C:26]([F:27])([F:28])[F:29])[n:3][cH:4][cH:5][cH:6][c:7]1-[c:8]1[n:9][cH:10][n:11][cH:12][cH:13]1. Starting materials: NC=1C=C(C=C(C1C#N)OCC(F)(F)F)OC (3-amino-4-cyano-5-(2,2,2-trifluoroethoxy)-anisole), C(C)(=O)N1CCN(CCC1)C(=O)N1CCOCC1 (1-acetyl-4-(4-morpholinecarbonyl)-1,4-diazepane). Run at time 60 hour. Yields the product FC(COC1=C(C#N)C(=CC(=C1)OC)N=C(C)N1CCN(CCC1)C(=O)N1CCOCC1)(F)F (2-(2,2,2-Trifluoroethoxy)-4-methoxy-6- {1-[4-(morpholinecarbonyl)-1,4-diazepan-1-yl]ethylideneamino}benzonitrile). The yield is 95.0%. Reaction SMILES: [NH2:1][C:2]1[CH:3]=[C:4]([O:16][CH3:17])[CH:5]=[C:6]([O:10][CH2:11][C:12]([F:15])([F:14])[F:13])[C:7]=1[C:8]#[N:9].[C:18]([N:21]1[CH2:27][CH2:26][CH2:25][N:24]([C:28]([N:30]2[CH2:35][CH2:34][O:33][CH2:32][CH2:31]2)=[O:29])[CH2:23][CH2:22]1)(=O)[CH3:19]>>[F:13][C:12]([F:14])([F:15])[CH2:11][O:10][C:6]1[CH:5]=[C:4]([O:16][CH3:17])[CH:3]=[C:2]([N:1]=[C:18]([N:21]2[CH2:27][CH2:26][CH2:25][N:24]([C:28]([N:30]3[CH2:31][CH2:32][O:33][CH2:34][CH2:35]3)=[O:29])[CH2:23][CH2:22]2)[CH3:19])[C:7]=1[C:8]#[N:9]. Reported procedure: The subtitle compound was prepared from 3-amino-4-cyano-5-(2,2,2-trifluoroethoxy)-anisole and 1-acetyl-4-(4-morpholinecarbonyl)-1,4-diazepane following a similar procedure to that described in Example 10(g) allowing the reaction to stir for 60 hours at room temperature. The crude product was purified on silica gel eluting with a solvent gradient of dichloromethane:methanol (100:0 to 95:5, v/v). The product was dissolved in a minimum volume of dichloromethane and an excess of ethereal hydrogen ch... Reactants: C1CCC2=CC(=CC=C12)NC1CCN(CC1)CC1=CC(=NC=C1)C1=CC(=C(C(=C1)OC)OC)OC (4-(5-Indanylamino)-1-[[2-(3,4,5-trimethoxyphenyl)pyridin-4-yl]methyl]piperidine), COC=1C=C(C=C(C1OC)OC)C1=C(CCl)C=CC=C1 (2-(3,4,5-trimethoxyphenyl)benzyl chloride). Product: Cl.Cl.C1CCC2=CC(=CC=C12)N(CC1=C(C=CC=C1)C1=CC(=C(C(=C1)OC)OC)OC)C1CCN(CC1)CC1=CC(=NC=C1)C1=CC(=C(C(=C1)OC)OC)OC (4-[N-(Indan-5-yl)-N-[2-(3,4,5-trimethoxyphenyl)benzyl]amino]-1-[[2-(3,4,5-trimethoxyphenyl)pyridin-4-yl]methyl]piperidine Dihydrochloride). Reaction SMILES: [CH2:1]1[C:9]2[C:4](=[CH:5][C:6]([NH:10][CH:11]3[CH2:16][CH2:15][N:14]([CH2:17][C:18]4[CH:23]=[CH:22][N:21]=[C:20]([C:24]5[CH:29]=[C:28]([O:30][CH3:31])[C:27]([O:32][CH3:33])=[C:26]([O:34][CH3:35])[CH:25]=5)[CH:19]=4)[CH2:13][CH2:12]3)=[CH:7][CH:8]=2)[CH2:3][CH2:2]1.[CH3:36][O:37][C:38]1[CH:39]=[C:40]([C:48]2[CH:55]=[CH:54][CH:53]=[CH:52][C:49]=2[CH2:50][Cl:51])[CH:41]=[C:42]([O:46][CH3:47])[C:43]=1[O:44][CH3:45]>>[ClH:51].[ClH:51].[CH2:1]1[C:9]2[C:4](=[CH:5][C:6]([N:10]([CH:11]3[CH2:12][CH2:13][N:14]([CH2:17][C:18]4[CH:23]=[CH:22][N:21]=[C:20]([C:24]5[CH:29]=[C:28]([O:30][CH3:31])[C:27]([O:32][CH3:33])=[C:26]([O:34][CH3:35])[CH:25]=5)[CH:19]=4)[CH2:15][CH2:16]3)[CH2:50][C:49]3[CH:52]=[CH:53][CH:54]=[CH:55][C:48]=3[C:40]3[CH:41]=[C:42]([O:46][CH3:47])[C:43]([O:44][CH3:45])=[C:38]([O:37][CH3:36])[CH:39]=3)=[CH:7][CH:8]=2)[CH2:3][CH2:2]1 |f:2.3.4|. Reported procedure: 4-(5-Indanylamino)-1-[[2-(3,4,5-trimethoxyphenyl)pyridin-4-yl]methyl]piperidine (142 mg) and 2-(3,4,5-trimethoxyphenyl)benzyl chloride (114 mg) were condensed in the same manner as described in Example 9. The title compound was obtained as yellow powder after converting a free base to a dihydrochloride. Reactants: OCC1=CC=C(C=C1)O (4-Hydroxymethyl-phenol), ClCC1=CC=C(C=C1)C(F)(F)F (1-Chloromethyl-4-trifluoromethyl-benzene), C([O-])([O-])=O.[Cs+].[Cs+] (cesium carbonate). Run in C(C)#N (acetonitrile). Product: FC(C1=CC=C(COC2=CC=C(C=C2)CO)C=C1)(F)F ([4-(4-Trifluoromethyl-benzyloxy)-phenyl]-methanol). As a reaction SMILES: [OH:1][CH2:2][C:3]1[CH:8]=[CH:7][C:6]([OH:9])=[CH:5][CH:4]=1.Cl[CH2:11][C:12]1[CH:17]=[CH:16][C:15]([C:18]([F:21])([F:20])[F:19])=[CH:14][CH:13]=1.C(=O)([O-])[O-].[Cs+].[Cs+]>C(#N)C>[F:19][C:18]([F:20])([F:21])[C:15]1[CH:16]=[CH:17][C:12]([CH2:11][O:9][C:6]2[CH:7]=[CH:8][C:3]([CH2:2][OH:1])=[CH:4][CH:5]=2)=[CH:13][CH:14]=1 |f:2.3.4|. Procedure details: 4-Hydroxymethyl-phenol (1 g, 8.06 mmol), 1-Chloromethyl-4-trifluoromethyl-benzene (1.57 g, 8.06 mmol), and cesium carbonate (5.26 g, 16.12 mmol) were refluxed in acetonitrile for 20 h, cooled, filtered, and concentrated to give the title compound. MS m/z 265 (M−H2O+1). Reported procedure: To a solution of 2-amino-9-[1,4-bis(4-methoxybenzyloxy)but-2-oxy]-6-chloropurine (0.94 g, 1.8 mmol) in dichloromethane (7.2 ml) and methanol (0.8 ml) was added 2,3-dichloro-5,6-dicyanobenzoquinone (0.91 g, 4.0 mmol) and the solution was stirred at room temperature for 80 minutes. The solution was diluted with dichloromethane (8 ml) and extracted with water (3×8 ml). The aqueous layers were combined, filtered and the solvent removed. The residue was purified by reverse-phase column chromatography... Reactants: O (water), C(=O)[O-].[NH4+] (ammonium formate), NC1=NC(=C2N=CN(C2=N1)OC(COCC1=CC=C(C=C1)OC)CCOCC1=CC=C(C=C1)OC)Cl (2-amino-9-[1,4-bis(4-methoxybenzyloxy)but-2-oxy]-6-chloropurine), ClC=1C(C(=C(C(C1Cl)=O)C#N)C#N)=O (2,3-dichloro-5,6-dicyanobenzoquinone). Run in [Pd] (palladium-on-charcoal), CO (methanol), ClCCl (dichloromethane), ClCCl (dichloromethane), CO (methanol). The reagents and catalysts are [Pd] (palladium-on-charcoal). The yield is 36.0%. Product: NC1=NC=C2N=CN(C2=N1)OC(CO)CCO (2-amino-9-(1,4-dihydroxybut-2-oxy)purine). RXN SMILES: [NH2:1][C:2]1[N:10]=[C:9]2[C:5]([N:6]=[CH:7][N:8]2[O:11][CH:12]([CH2:24][CH2:25][O:26]CC2C=CC(OC)=CC=2)[CH2:13][O:14]CC2C=CC(OC)=CC=2)=[C:4](Cl)[N:3]=1.ClC1C(=O)C(C#N)=C(C#N)C(=O)C=1Cl.C([O-])=O.[NH4+].O>ClCCl.CO.[Pd]>[NH2:1][C:2]1[N:10]=[C:9]2[C:5]([N:6]=[CH:7][N:8]2[O:11][CH:12]([CH2:24][CH2:25][OH:26])[CH2:13][OH:14])=[CH:4][N:3]=1 |f:2.3|. Reaction conditions: time 80 minute. Starting materials: Cl.C(C)N(CCN1N=C2C=3C(=C(C=CC13)NC(CN1C(C3=CC=CC=C3C1=O)=O)=O)SC1=C2C=CC=C1)CC (N-[2-[2-(Diethylamino)ethyl]-2H-[1]benzothiopyrano[4,3,2-cd]indazol-5-yl]-1,3-dihydro-1,3-dioxo-2H-isoindol-2-acetamide, monohydrochloride), NN (hydrazine). Solvent: CO (methanol). Reaction conditions: time 2 day. Product: Cl.Cl.NCC(=O)NC1=C2C=3C(=NN(C3C=C1)CCN(CC)CC)C1=C(S2)C=CC=C1 (2-Amino-N-[2-[2-(diethylamino)ethyl]-2H-[1]benzothiopyrano[4,3,2-cd]indazol-5-yl]acetamide, dihydrochloride). RXN SMILES: [ClH:1].[CH2:2]([N:4]([CH2:38][CH3:39])[CH2:5][CH2:6][N:7]1[C:15]2[CH:14]=[CH:13][C:12]([NH:16][C:17](=[O:30])[CH2:18][N:19]3C(=O)C4C(=CC=CC=4)C3=O)=[C:11]3[S:31][C:32]4[CH:37]=[CH:36][CH:35]=[CH:34][C:33]=4[C:9]([C:10]=23)=[N:8]1)[CH3:3].NN>CO>[ClH:1].[ClH:1].[NH2:19][CH2:18][C:17]([NH:16][C:12]1[CH:13]=[CH:14][C:15]2[N:7]([CH2:6][CH2:5][N:4]([CH2:2][CH3:3])[CH2:38][CH3:39])[N:8]=[C:9]3[C:33]4[CH:34]=[CH:35][CH:36]=[CH:37][C:32]=4[S:31][C:11]=1[C:10]=23)=[O:30] |f:0.1,4.5.6|. Procedure details: A mixture of 3 g of N-[2-[2-(Diethylamino)ethyl]-2H-[1]benzothiopyrano[4,3,2-cd]indazol-5-yl]-1,3-dihydro-1,3-dioxo-2H-isoindol-2-acetamide, monohydrochloride, prepared as described in Example 96A, 0.784 ml of 54% aqueous hydrazine, and 40 ml of methanol was stirred for 2 days. The solution was then evaporated to dryness and the residue was diluted with water and extracted three times with 35-ml portions of ethyl acetate. The combined extracts were washed with 25 ml of saturated aqueous sodium c... Reactants: COC(=O)CCc1ccc(OCCc2nc(-c3ccc(-c4ccccc4)nc3)oc2C)cc1C, CCO, [Na+], [OH-]. Yields the product Cc1cc(OCCc2nc(-c3ccc(-c4ccccc4)nc3)oc2C)ccc1CCC(=O)O. Reaction SMILES: [CH3:1][O:2][C:3]([CH2:4][CH2:5][c:6]1[c:7]([CH3:33])[cH:8][c:9]([O:12][CH2:13][CH2:14][c:15]2[n:16][c:17](-[c:21]3[cH:22][n:23][c:24](-[c:27]4[cH:28][cH:29][cH:30][cH:31][cH:32]4)[cH:25][cH:26]3)[o:18][c:19]2[CH3:20])[cH:10][cH:11]1)=[O:34].[CH3:37][CH2:38][OH:39].[Na+:36].[OH-:35]>>[O:2]=[C:3]([CH2:4][CH2:5][c:6]1[c:7]([CH3:33])[cH:8][c:9]([O:12][CH2:13][CH2:14][c:15]2[n:16][c:17](-[c:21]3[cH:22][n:23][c:24](-[c:27]4[cH:28][cH:29][cH:30][cH:31][cH:32]4)[cH:25][cH:26]3)[o:18][c:19]2[CH3:20])[cH:10][cH:11]1)[OH:34].